Dataset: the Open Reaction Database (ORD), a public repository of structured organic reaction records. Task: describe an organic reaction: reactants, conditions, products, and yield Starting materials: diol, dialdehyde, amine, I(=O)(=O)(=O)[O-] (periodate), dialdehyde, CC1=C2[C@H](C(=O)[C@@]3([C@H](C[C@@H]4[C@]([C@H]3[C@@H]([C@@](C2(C)C)(C[C@@H]1O)O)OC(=O)C5=CC=CC=C5)(CO4)OC(=O)C)O[C@H]6[C@@H]([C@H]([C@@H](CO6)O)O)O)C)O (7-xylosyl-10-deacetylbaccatin III), resultant solution, xyloside. Product: CC1=C2[C@H](C(=O)[C@@]3([C@H](C[C@@H]4[C@]([C@H]3[C@@H]([C@@](C2(C)C)(C[C@@H]1O)O)OC(=O)C=5C=CC=CC5)(CO4)OC(=O)C)O)C)O (10-deacetylbaccatin III), formula 1. RXN SMILES: [CH3:1][C:2]1[C@@H:19]([OH:20])[CH2:18][C@:14]2([OH:21])[C:15]([CH3:17])([CH3:16])[C:3]=1[C@@H:4]([OH:48])[C:5]([C@@:7]1([CH3:47])[C@H:12]([C@@H:13]2[O:22][C:23]([C:25]2[CH:30]=[CH:29][CH:28]=[CH:27][CH:26]=2)=[O:24])[C@:11]2([O:33][C:34]([CH3:36])=[O:35])[CH2:31][O:32][C@@H:10]2[CH2:9][C@@H:8]1[O:37][C@@H]1OC[C@@H](O)[C@H](O)[C@H]1O)=[O:6].I([O-])(=O)(=O)=O>>[CH3:1][C:2]1[C@@H:19]([OH:20])[CH2:18][C@:14]2([OH:21])[C:15]([CH3:16])([CH3:17])[C:3]=1[C@@H:4]([OH:48])[C:5]([C@@:7]1([CH3:47])[C@H:12]([C@@H:13]2[O:22][C:23]([C:25]2[CH:26]=[CH:27][CH:28]=[CH:29][CH:30]=2)=[O:24])[C@:11]2([O:33][C:34]([CH3:36])=[O:35])[CH2:31][O:32][C@@H:10]2[CH2:9][C@@H:8]1[OH:37])=[O:6]. Reported procedure: by dissolving the taxol analogue of formula 2 in a polar solvent, reacting the resultant solution with a base at a temperature of 20-50° C. for a time period in the range of 20-40 hours, and isolating 7-xyloxyl-10-deacetylbaccatin III, dissolving the 7-xylosyl-10-deacetylbaccatin III in a polar solvent, reacting the resultant solution with a periodate at 20-40° C. for a time period in the range of 20-40 hours to cleave the diol system of the xyloside into dialdehyde, treating the generated diald... Reactants: [Li+].[Cl-] (LiCl), [F-].[NH+]1=CC=CC=C1 (pyridinium fluoride), C(C)(C)(C)C1=C(C(=CC(=C1)C)C(C)(C)C)O (2,6-di-tert-butyl4-methyl phenol), C(C)OC(=O)C1=CN(C2=C(C(=C(C=C2C1=O)F)OS(=O)(=O)C(F)(F)F)F)C1CC1 (1-Cyclopropyl-7-trifluoromethylsulfonyloxy-6,8-difluoro-1,4-dihydro-4-oxo-3-quinolinecarboxylic acid ethyl ester), C(=C)[Sn](CCCC)(CCCC)CCCC (vinyltributyltin). The reagents and catalysts are Cl[Pd]([P](C1=CC=CC=C1)(C2=CC=CC=C2)C3=CC=CC=C3)([P](C4=CC=CC=C4)(C5=CC=CC=C5)C6=CC=CC=C6)Cl (Pd(PPh3)2Cl2). Run in C1CCOC1 (THF), N1=CC=CC=C1 (pyridine), C1CCOC1 (THF), C(Cl)Cl (CH2Cl2). Conditions: time 8 hour. The product is C(C)OC(=O)C1=CN(C2=C(C(=C(C=C2C1=O)F)C=C)F)C1CC1 (1-Cyclopropyl-7-ethenyl-6,8-difluoro-1,4-dihydro-4- oxo-3-quinolinecarboxylic acid ethyl ester). Yield: 74.1%. As a reaction SMILES: [CH2:1]([O:3][C:4]([C:6]1[C:15](=[O:16])[C:14]2[C:9](=[C:10]([F:26])[C:11](OS(C(F)(F)F)(=O)=O)=[C:12]([F:17])[CH:13]=2)[N:8]([CH:27]2[CH2:29][CH2:28]2)[CH:7]=1)=[O:5])[CH3:2].[CH:30]([Sn](CCCC)(CCCC)CCCC)=[CH2:31].[Li+].[Cl-].C(C1C=C(C)C=C(C(C)(C)C)C=1O)(C)(C)C.[F-].[NH+]1C=CC=CC=1>C(Cl)Cl.Cl[Pd](Cl)([P](C1C=CC=CC=1)(C1C=CC=CC=1)C1C=CC=CC=1)[P](C1C=CC=CC=1)(C1C=CC=CC=1)C1C=CC=CC=1.C1COCC1.N1C=CC=CC=1>[CH2:1]([O:3][C:4]([C:6]1[C:15](=[O:16])[C:14]2[C:9](=[C:10]([F:26])[C:11]([CH:30]=[CH2:31])=[C:12]([F:17])[CH:13]=2)[N:8]([CH:27]2[CH2:28][CH2:29]2)[CH:7]=1)=[O:5])[CH3:2] |f:2.3,5.6,^1:75,94|. Reported procedure: Into a properly equipped flask was added 2.0 g (4.52 mmoles) Compound 3 and 24 ml dry THF. While flushing with nitrogen, 1.36 ml (4.68 mmoles) of vinyltributyltin was added along with 0.58 g (13.56 mmoles) LiCl and, 0.070 g (0.10 mmoles) Pd(PPh3)2Cl2. A couple crystals of 2,6-di-tert-butyl4-methyl phenol was also added just before heating. The reaction was heated to 60°-65° C. for 21 hours after which it turned black and a black precipitate was present. The reaction was cooled to room temperatur... Product: CCCCn1c(CC)ccc1C(=O)c1cccc(N)c1. Starting materials: CCCCn1c(CC)ccc1C(=O)c1cccc([N+](=O)[O-])c1, CO. RXN SMILES: [CH2:1]([CH2:2][CH2:3][CH3:4])[n:5]1[c:6]([C:12]([c:13]2[cH:14][c:15]([N+:19]([O-:20])=[O:21])[cH:16][cH:17][cH:18]2)=[O:22])[cH:7][cH:8][c:9]1[CH2:10][CH3:11].[CH3:23][OH:24]>>[CH2:1]([CH2:2][CH2:3][CH3:4])[n:5]1[c:6]([C:12]([c:13]2[cH:14][c:15]([NH2:19])[cH:16][cH:17][cH:18]2)=[O:22])[cH:7][cH:8][c:9]1[CH2:10][CH3:11]. The reactants are C1CCOC1, C=[N+]=[N-], CC(=O)[O-], CC(=O)[O-], O, C=CCC(O)C1CCN(C(=O)OC(C)(C)C)C1, [Pd+2]. Product: CC(C)(C)OC(=O)N1CCC(C(O)CC2CC2)C1. Reaction SMILES: [CH2:22]1[O:23][CH2:24][CH2:25][CH2:26]1.[N+:18](=[N-:19])=[CH2:20].[O-:28][C:29]([CH3:30])=[O:31].[O-:32][C:33]([CH3:34])=[O:35].[OH2:21].[OH:1][CH:2]([CH2:3][CH:4]=[CH2:5])[CH:6]1[CH2:7][N:8]([C:11](=[O:12])[O:13][C:14]([CH3:15])([CH3:16])[CH3:17])[CH2:9][CH2:10]1.[Pd+2:27]>>[OH:1][CH:2]([CH2:3][CH:4]1[CH2:5][CH2:20]1)[CH:6]1[CH2:7][N:8]([C:11](=[O:12])[O:13][C:14]([CH3:15])([CH3:16])[CH3:17])[CH2:9][CH2:10]1. The reactants are CON(C(=O)C1=CC=C2C(=NNC2=C1)CC)C (3-ethyl-1H-indazole-6-carboxylic acid methoxy-methyl-amide), C(C)(=O)OCC (Ethyl acetate), CC(C)([O-])C.[K+] (potassium tert-butoxide), ICC (iodoethane). The solvent is C1CCOC1 (THF), C1CCOC1 (THF). Run at time 16 hour. Product: CON(C(=O)C1=CC=C2C(=NN(C2=C1)CC)CC)C (1,3-diethyl-1H-indazole-6-carboxylic acid methoxy-methyl-amide). Isolated yield 111.2%. RXN SMILES: [CH3:1][C:2](C)([O-])C.[K+].ICC.[CH3:10][O:11][N:12]([CH3:26])[C:13]([C:15]1[CH:23]=[C:22]2[C:18]([C:19]([CH2:24][CH3:25])=[N:20][NH:21]2)=[CH:17][CH:16]=1)=[O:14].C(OCC)(=O)C>C1COCC1>[CH3:10][O:11][N:12]([CH3:26])[C:13]([C:15]1[CH:23]=[C:22]2[C:18]([C:19]([CH2:24][CH3:25])=[N:20][N:21]2[CH2:1][CH3:2])=[CH:17][CH:16]=1)=[O:14] |f:0.1|. Procedure details: A mixture of potassium tert-butoxide (0.144 g, 1.28 mmol) and iodoethane (0.20 g, 1.28 mmol) in THF (1 mL) was added to a solution of 3-ethyl-1H-indazole-6-carboxylic acid methoxy-methyl-amide (0.20 g, 0.86 mmol) in THF (3 mL) and the resulting mixture stirred at room temperature for 16 hours. Ethyl acetate (30 mL) was then added and the product was extracted with 0.5 N HCl (10 mL). The aqueous layer was then re-extracted with ethyl acetate (30 mL). The organics were combined, dried, filtered an... The reactants are OC1=NC(=NC(=C1)O)S (4,6-dihydroxy-2-mercaptopyrimidine), C(CCCC)I (pentyl iodide). Run in [OH-].[Na+] (sodium hydroxide), C(C)O (ethanol). Run at time 4 day. The product is C(CCCC)SC=1NC(CC(N1)=O)=O (2-(Pentylthio)-4,6(1H,5H)-pyrimidinedione). Reaction SMILES: [OH:1][C:2]1[CH:7]=[C:6]([OH:8])[N:5]=[C:4]([SH:9])[N:3]=1.[CH2:10](I)[CH2:11][CH2:12][CH2:13][CH3:14]>[OH-].[Na+].C(O)C>[CH2:10]([S:9][C:4]1[NH:3][C:2](=[O:1])[CH2:7][C:6](=[O:8])[N:5]=1)[CH2:11][CH2:12][CH2:13][CH3:14] |f:2.3|. Procedure details: To a solution of 4,6-dihydroxy-2-mercaptopyrimidine (14.4 g) in 2N sodium hydroxide solution (100 ml) was added pentyl iodide (15.6 ml) in ethanol (25 ml) and the resulting reaction mixture stirred at room temperature for four days. The ethanol was removed at reduced pressure and N,N-dimethylformamide (80 ml) and pentyl iodide (1.56 ml) added then the reaction mixture stirred for an additional 16 hours. The solution was made acidic by addition of 2N HCl solution and the aqueous layer decanted. T... Starting materials: COC(C)(OC)N(C)C, CCOCC, CC(=O)c1ccc(C(F)(F)F)cc1. Yields the product CC(=CC(=O)c1ccc(C(F)(F)F)cc1)N(C)C. RXN SMILES: [CH3:14][O:15][C:16]([CH3:17])([O:18][CH3:19])[N:20]([CH3:21])[CH3:22].[CH3:23][CH2:24][O:25][CH2:26][CH3:27].[F:1][C:2]([c:3]1[cH:4][cH:5][c:6]([C:9]([CH3:10])=[O:11])[cH:7][cH:8]1)([F:12])[F:13]>>[F:1][C:2]([c:3]1[cH:4][cH:5][c:6]([C:9]([CH:10]=[C:16]([CH3:17])[N:20]([CH3:21])[CH3:22])=[O:11])[cH:7][cH:8]1)([F:12])[F:13]. Reactants: [Al+3], [Cl-], [Cl-], [Cl-], O=C(Nc1ccc(Oc2ccccc2)c(F)c1)c1ccc(Cl)c(Cl)c1, ClCCCl, O=C1CCC(=O)O1, O. Yields the product O=C(O)CCC(=O)c1ccc(Oc2ccc(NC(=O)c3ccc(Cl)c(Cl)c3)cc2F)cc1. As a reaction SMILES: [Al+3:34].[Cl-:33].[Cl-:35].[Cl-:36].[Cl:1][c:2]1[cH:3][c:4]([C:5](=[O:6])[NH:7][c:8]2[cH:9][c:10]([F:21])[c:11]([O:14][c:15]3[cH:16][cH:17][cH:18][cH:19][cH:20]3)[cH:12][cH:13]2)[cH:22][cH:23][c:24]1[Cl:25].[Cl:38][CH2:39][CH2:40][Cl:41].[O:26]=[C:27]1[CH2:28][CH2:29][C:30](=[O:31])[O:32]1.[OH2:37]>>[Cl:1][c:2]1[cH:3][c:4]([C:5](=[O:6])[NH:7][c:8]2[cH:9][c:10]([F:21])[c:11]([O:14][c:15]3[cH:16][cH:17][c:18]([C:30]([CH2:29][CH2:28][C:27](=[O:26])[OH:32])=[O:31])[cH:19][cH:20]3)[cH:12][cH:13]2)[cH:22][cH:23][c:24]1[Cl:25]. The reactants are CC=1C=C(C(=O)O)C=CC1C1=CSC=C1C (3-methyl-4-(4-methyl-3-thienyl)benzoic acid), NC(C1=C(C=C(C(=O)OC)C=C1)F)=NO (methyl 4-[amino(hydroxyimino)methyl]-3-fluorobenzoate). Product: FC=1C=C(C(=O)OC)C=CC1C1=NOC(=N1)C1=CC(=C(C=C1)C1=CSC=C1C)C (methyl 3-fluoro-4-{5-[3-methyl-4-(4-methyl-3-thienyl)phenyl]-1,2,4-oxadiazol-3-yl}benzoate). RXN SMILES: [CH3:1][C:2]1[CH:3]=[C:4]([CH:8]=[CH:9][C:10]=1[C:11]1[C:15]([CH3:16])=[CH:14][S:13][CH:12]=1)[C:5]([OH:7])=O.[NH2:17][C:18](=[N:30]O)[C:19]1[CH:28]=[CH:27][C:22]([C:23]([O:25][CH3:26])=[O:24])=[CH:21][C:20]=1[F:29]>>[F:29][C:20]1[CH:21]=[C:22]([CH:27]=[CH:28][C:19]=1[C:18]1[N:17]=[C:5]([C:4]2[CH:8]=[CH:9][C:10]([C:11]3[C:15]([CH3:16])=[CH:14][S:13][CH:12]=3)=[C:2]([CH3:1])[CH:3]=2)[O:7][N:30]=1)[C:23]([O:25][CH3:26])=[O:24]. Procedure: The title compound was prepared following procedure described for example 4, step 1, but starting from Intermediate 6 (116.2 mg; 0.50 mmol) and Intermediate 2 (106.1 mg; 0.50 mmol). The reaction mixture was filtered through a SPE NH2 column (2 g) and rinsed with ACN. The filtrate was passed through a SPE SCX column (2 g) and rinsed with ACN. After evaporation of the solvents, the crude product was suspended in ACN, filtrated and washed with cHex dried under vacuo, affording the title compound. 1...